This data is from the Open Reaction Database (ORD), a public repository of structured organic reaction records. The task is: describe an organic reaction: reactants, conditions, products, and yield The reactants are BrC1=CC=2C(C3=CC(=CC=C3C2C=C1)Br)(O)C1=CC=CC=C1 (2,7-dibromo-9-phenyl-9H-fluorene-9-ol), C([O-])([O-])=O.[Na+].[Na+] (sodium carbonate). Run in C1=CC=CC=C1 (benzene), C1=CC=CC=C1 (benzene). The product is BrC1=CC=2C(C3=CC(=CC=C3C2C=C1)Br)(C1=CC=CC=C1)C1=CC=CC=C1 (2,7-di bromo-9,9-diphenylfluorene). RXN SMILES: [Br:1][C:2]1[CH:14]=[CH:13][C:12]2[C:11]3[C:6](=[CH:7][C:8]([Br:15])=[CH:9][CH:10]=3)[C:5]([C:17]3[CH:22]=[CH:21][CH:20]=[CH:19][CH:18]=3)(O)[C:4]=2[CH:3]=1.C(=O)([O-])[O-].[Na+].[Na+]>C1C=CC=CC=1>[Br:1][C:2]1[CH:14]=[CH:13][C:12]2[C:11]3[C:6](=[CH:7][C:8]([Br:15])=[CH:9][CH:10]=3)[C:5]([C:2]3[CH:14]=[CH:13][CH:12]=[CH:4][CH:3]=3)([C:17]3[CH:22]=[CH:21][CH:20]=[CH:19][CH:18]=3)[C:4]=2[CH:3]=1 |f:1.2.3|. Procedure details: Next, 2,7-dibromo-9-phenyl-9H-fluorene-9-ol is dissolved in benzene, and benzene containing concentrated sulfuric acid is added into the solution and react for one hour. After the solution is cooled down, sodium carbonate is added into the solution. Next, a chloroform extraction is performed, and the organic layer is washed two times by water and dried by magnesium sulfate. Next, the rotary concentrator is utilized to remove the solvent, then chloroform and methanol are utilized to initiate a re... The reactants are P(=O)(OC(=C(C)C)C1=NNC2=CC(=CC=C12)OC)(OC)OC (1-(6-methoxy-1H-indazol-3-yl)-2-methylprop-1-en-1-yl dimethyl phosphate), BrCC(C(CC)(C)C)=O (1-bromo-3,3-dimethylpentan-2-one). Product: P(=O)(OC(=C(C)C)C1=NN(C2=CC(=CC=C12)OC)CC(C(CC)(C)C)=O)(OC)OC (1-[1-(3,3-Dimethyl-2-oxopentyl)-6-methoxy-1H-indazol-3-yl]-2-methylprop-1-en-1-yl dimethyl phosphate). RXN SMILES: [P:1]([O:21][CH3:22])([O:19][CH3:20])([O:3][C:4]([C:8]1[C:16]2[C:11](=[CH:12][C:13]([O:17][CH3:18])=[CH:14][CH:15]=2)[NH:10][N:9]=1)=[C:5]([CH3:7])[CH3:6])=[O:2].Br[CH2:24][C:25](=[O:31])[C:26]([CH3:30])([CH3:29])[CH2:27][CH3:28]>>[P:1]([O:21][CH3:22])([O:19][CH3:20])([O:3][C:4]([C:8]1[C:16]2[C:11](=[CH:12][C:13]([O:17][CH3:18])=[CH:14][CH:15]=2)[N:10]([CH2:24][C:25](=[O:31])[C:26]([CH3:30])([CH3:29])[CH2:27][CH3:28])[N:9]=1)=[C:5]([CH3:7])[CH3:6])=[O:2]. Procedure: The title compound was prepared from 1-(6-methoxy-1H-indazol-3-yl)-2-methylprop-1-en-1-yl dimethyl phosphate from Method I Step B of Example 1 and 1-bromo-3,3-dimethylpentan-2-one from the above using a procedure similar to described in Method I Step C of Example 1. It was purified on RP-HPLC using 30-100% MeCN gradient without TFA to give colorless solid after lyophilization. 1H NMR (CDCl3, 500 MHz) δ 7.70 (d, 9.0 Hz, 1H), 6.86 (dd, 2.1 & 8.9 Hz, 1H), 6.48 (d, 2.1 Hz, 1H), 5.29 (s, 2H), 3.86 (s... The reactants are Cl[Sn]Cl (SnCl2), FC1=C(/C=C/C2=C(C=C(N(C)C)C=C2)[N+](=O)[O-])C(=CC=C1)F ((E)-4-(2,6-Difluorostyryl)-N,N-dimethyl-3-nitroaniline). The solvent is Cl (HCl), C(C)(=O)O (acetic acid). Conditions: temperature 25 celsius, time 12 hour. Product: FC1=C(/C=C/C2=C(C=C(C=C2)N(C)C)N)C(=CC=C1)F ((E)-4-(2,6-Difluorostyryl)-N1,N1-dimethylbenzene-1,3-diamine). Yield: 69.4%. As a reaction SMILES: Cl[Sn]Cl.[F:4][C:5]1[CH:24]=[CH:23][CH:22]=[C:21]([F:25])[C:6]=1/[CH:7]=[CH:8]/[C:9]1[CH:17]=[CH:16][C:12]([N:13]([CH3:15])[CH3:14])=[CH:11][C:10]=1[N+:18]([O-])=O>Cl.C(O)(=O)C>[F:4][C:5]1[CH:24]=[CH:23][CH:22]=[C:21]([F:25])[C:6]=1/[CH:7]=[CH:8]/[C:9]1[CH:17]=[CH:16][C:12]([N:13]([CH3:14])[CH3:15])=[CH:11][C:10]=1[NH2:18]. Reported procedure: A solution of 5 g (26.4 mmol, 8.5 equiv) of SnCl2 in 7 mL of conc HCl was added dropwise to a solution of 0.95 g (3.1 mmol) of 6 in 100 mL of glacial acetic acid. The mixture was stirred for ca. 12 h at 25° C. A precipitate was collected by filtration, washed with 5 mL of glacial acetic acid, and suspended in 200 mL of water. The aqueous suspension was adjusted to pH 9-1° with NaOH and was extracted with Et2O. The combined ethereal extracts were washed with water, dried over anhydrous MgSO4 and ... Starting materials: ClC1=NC2=CC=C(C=C2C=C1C(=O)O)Cl (2,6-dichloroquinoline-3-carboxylic acid), CC1=CC=C2NC=C(CC(N)C(=O)O)C2=C1 (5-methyl-DL-tryptophan). Product: C(=O)(O)C(CC1=CNC2=CC=C(C=C12)C)NC1=NC2=CC=C(C=C2C=C1C(=O)O)Cl (2-[1-Carboxy-2-(5-methyl-1H-indol-3-yl)-ethylamino]-6-chloro-quinoline-3-carboxylic acid). Isolated yield 99.0%. Reaction SMILES: Cl[C:2]1[C:11]([C:12]([OH:14])=[O:13])=[CH:10][C:9]2[C:4](=[CH:5][CH:6]=[C:7]([Cl:15])[CH:8]=2)[N:3]=1.[CH3:16][C:17]1[CH:31]=[C:30]2[C:20]([NH:21][CH:22]=[C:23]2[CH2:24][CH:25]([C:27]([OH:29])=[O:28])[NH2:26])=[CH:19][CH:18]=1>>[C:27]([CH:25]([NH:26][C:2]1[C:11]([C:12]([OH:14])=[O:13])=[CH:10][C:9]2[C:4](=[CH:5][CH:6]=[C:7]([Cl:15])[CH:8]=2)[N:3]=1)[CH2:24][C:23]1[C:30]2[C:20](=[CH:19][CH:18]=[C:17]([CH3:16])[CH:31]=2)[NH:21][CH:22]=1)([OH:29])=[O:28]. Procedure details: In close analogy to the procedure described in Example 1, 2,6-dichloroquinoline-3-carboxylic acid is reacted with 5-methyl-DL-tryptophan to provide the title compound in 99% yield as yellow needles (recrystallization from DMF/water). Run in CCOCC (ether), CCOCC (ether). Reaction conditions: time 2 day. Product: C(C#CCCCCCCCCCCCCCCCC)C(CO)CO (2-(2-Nonadecynyl)-1,3-propanediol). Starting materials: [H-].[Al+3].[Li+].[H-].[H-].[H-] (lithium aluminum hydride), C(#CCCCCCCCCCCCCCCCCC)C(C(=O)OCC)C(=O)OCC (2-nonadecynylpropanedioic acid, diethyl ester). Reported procedure: A mixture of 1.8 g of lithium aluminum hydride in 150 ml of ether is prepared at 0° C. To this is added a solution of 11.7 g of 2-nonadecynylpropanedioic acid, diethyl ester in ether. This mixture is refluxed for 4 hours then the reaction is quenched with aqueous sodium sulfate. After stirring for 2 days, the reaction is diluted with ethyl acetate and filtered. The residue is treated with methanol, IN sodium hydroxide and tetrahydrofuran and then evaporated. The residue is dissolved in ether and... RXN SMILES: [H-].[Al+3].[Li+].[H-].[H-].[H-].[C:7]([CH:26]([C:32](OCC)=[O:33])[C:27](OCC)=[O:28])#[C:8][CH2:9][CH2:10][CH2:11][CH2:12][CH2:13][CH2:14][CH2:15][CH2:16][CH2:17][CH2:18][CH2:19][CH2:20][CH2:21][CH2:22][CH2:23][CH2:24][CH3:25]>CCOCC>[CH2:7]([CH:26]([CH2:27][OH:28])[CH2:32][OH:33])[C:8]#[C:9][CH2:10][CH2:11][CH2:12][CH2:13][CH2:14][CH2:15][CH2:16][CH2:17][CH2:18][CH2:19][CH2:20][CH2:21][CH2:22][CH2:23][CH2:24][CH3:25] |f:0.1.2.3.4.5|. Yield: 56.5%. The reactants are [Al+3], C1CCOC1, Cc1nc(-c2ccc(C(F)(F)F)cc2)sc1C(=O)O, [H-], [H-], [H-], [H-], [Li+]. Yields the product Cc1nc(-c2ccc(C(F)(F)F)cc2)sc1CO. Reaction SMILES: [Al+3:2].[CH2:26]1[O:27][CH2:28][CH2:29][CH2:30]1.[CH3:7][c:8]1[n:9][c:10](-[c:16]2[cH:17][cH:18][c:19]([C:22]([F:23])([F:24])[F:25])[cH:20][cH:21]2)[s:11][c:12]1[C:13](=[O:14])[OH:15].[H-:1].[H-:4].[H-:5].[H-:6].[Li+:3]>>[CH3:7][c:8]1[n:9][c:10](-[c:16]2[cH:17][cH:18][c:19]([C:22]([F:23])([F:24])[F:25])[cH:20][cH:21]2)[s:11][c:12]1[CH2:13][OH:14]. Reactants: C(C=C)N1C(C2=C([C@H]([C@@H]1C(=O)OC)C1=CC(=C(C=C1)Cl)Cl)C=C(S2)N2CCOCC2)=O (methyl rel-(4R,5R)-6-allyl-4-(3,4-dichlorophenyl)-2-(morpholin-4-yl)-7-oxo-4,5,6,7-tetrahydrothieno[2,3-c]pyridine-5-carboxylate). Reagents/catalysts: [Rh](Cl)(Cl)Cl (rhodium(III)chloride). Run in C(CC)O (1-propanol). Conditions: temperature 120 celsius. The product is ClC=1C=C(C=CC1Cl)[C@@H]1C2=C(C(N[C@H]1C(=O)OC)=O)SC(=C2)N2CCOCC2 (methyl rel-(4R,5R)-4-(3,4-dichlorophenyl)-2-(morpholin-4-yl)-7-oxo-4,5,6,7-tetrahydrothieno[2,3-c]pyridine-5-carboxylate). The yield is 88.2%. Reaction SMILES: C([N:4]1[C@@H:9]([C:10]([O:12][CH3:13])=[O:11])[C@H:8]([C:14]2[CH:19]=[CH:18][C:17]([Cl:20])=[C:16]([Cl:21])[CH:15]=2)[C:7]2[CH:22]=[C:23]([N:25]3[CH2:30][CH2:29][O:28][CH2:27][CH2:26]3)[S:24][C:6]=2[C:5]1=[O:31])C=C>C(O)CC.[Rh](Cl)(Cl)Cl>[Cl:21][C:16]1[CH:15]=[C:14]([C@H:8]2[C@H:9]([C:10]([O:12][CH3:13])=[O:11])[NH:4][C:5](=[O:31])[C:6]3[S:24][C:23]([N:25]4[CH2:30][CH2:29][O:28][CH2:27][CH2:26]4)=[CH:22][C:7]2=3)[CH:19]=[CH:18][C:17]=1[Cl:20]. Procedure: A mixture of methyl rel-(4R,5R)-6-allyl-4-(3,4-dichlorophenyl)-2-(morpholin-4-yl)-7-oxo-4,5,6,7-tetrahydrothieno[2,3-c]pyridine-5-carboxylate (0.344 g, 0.714 mmol) and rhodium(III)chloride, (22.2 mg, 0.106 mmol) in 1-propanol (9.0 mL) was heated in a sealed tube under argon at 120° C. for 50 h. The reaction mixture was evaporated and purified by silica gel chromatography to afford the product as a white solid (0.278 g, 88%). LCMS: (AA), ES+: 441, 443, 1H NMR (400 MHz, CDCl3) δ 7.38 (d, J=8.3 Hz,... Starting materials: CC(C)(C)[Si](OCC(O)c1ccc(OCc2ccc(Cl)c(Cl)c2)cc1)(c1ccccc1)c1ccccc1, COC(=O)C(Cc1ccc(O)c(Br)c1)NC(=O)OC(C)(C)C, ClCCl, CC(C)OC(=O)N=NC(=O)OC(C)C, c1ccc(P(c2ccccc2)c2ccccc2)cc1. Product: COC(=O)C(Cc1ccc(OC(CO[Si](c2ccccc2)(c2ccccc2)C(C)(C)C)c2ccc(OCc3ccc(Cl)c(Cl)c3)cc2)c(Br)c1)NC(=O)OC(C)(C)C. As a reaction SMILES: [C:1]([CH3:2])([CH3:3])([CH3:4])[Si:5]([O:6][CH2:7][CH:8]([OH:9])[c:10]1[cH:11][cH:12][c:13]([O:16][CH2:17][c:18]2[cH:19][c:20]([Cl:25])[c:21]([Cl:24])[cH:22][cH:23]2)[cH:14][cH:15]1)([c:26]1[cH:27][cH:28][cH:29][cH:30][cH:31]1)[c:32]1[cH:33][cH:34][cH:35][cH:36][cH:37]1.[CH3:38][O:39][C:40]([CH:41]([CH2:42][c:43]1[cH:44][c:45]([Br:50])[c:46]([OH:49])[cH:47][cH:48]1)[NH:51][C:52](=[O:53])[O:54][C:55]([CH3:56])([CH3:57])[CH3:58])=[O:59].[Cl:93][CH2:94][Cl:95].[O:79]=[C:80]([O:81][CH:82]([CH3:83])[CH3:84])[N:85]=[N:86][C:87]([O:88][CH:89]([CH3:90])[CH3:91])=[O:92].[c:60]1([P:61]([c:62]2[cH:63][cH:64][cH:65][cH:66][cH:67]2)[c:68]2[cH:69][cH:70][cH:71][cH:72][cH:73]2)[cH:74][cH:75][cH:76][cH:77][cH:78]1>>[C:1]([CH3:2])([CH3:3])([CH3:4])[Si:5]([O:6][CH2:7][CH:8]([O:9][c:46]1[c:45]([Br:50])[cH:44][c:43]([CH2:42][CH:41]([C:40]([O:39][CH3:38])=[O:59])[NH:51][C:52](=[O:53])[O:54][C:55]([CH3:56])([CH3:57])[CH3:58])[cH:48][cH:47]1)[c:10]1[cH:11][cH:12][c:13]([O:16][CH2:17][c:18]2[cH:19][c:20]([Cl:25])[c:21]([Cl:24])[cH:22][cH:23]2)[cH:14][cH:15]1)([c:26]1[cH:27][cH:28][cH:29][cH:30][cH:31]1)[c:32]1[cH:33][cH:34][cH:35][cH:36][cH:37]1.